Task: describe an organic reaction: reactants, conditions, products, and yield. Dataset: the Open Reaction Database (ORD), a public repository of structured organic reaction records The reactants are B, CSC, ClCCl, O=C(Cc1ccccc1I)Nc1ccccc1I, C1CCOC1, C1CCOC1, O. The product is Ic1ccccc1CCNc1ccccc1I. RXN SMILES: [BH3:22].[CH3:19][S:20][CH3:21].[Cl:24][CH2:25][Cl:26].[I:1][c:2]1[c:3]([CH2:8][C:9](=[O:10])[NH:11][c:12]2[c:13]([I:18])[cH:14][cH:15][cH:16][cH:17]2)[cH:4][cH:5][cH:6][cH:7]1.[O:27]1[CH2:28][CH2:29][CH2:30][CH2:31]1.[O:32]1[CH2:33][CH2:34][CH2:35][CH2:36]1.[OH2:23]>>[I:1][c:2]1[c:3]([CH2:8][CH2:9][NH:11][c:12]2[c:13]([I:18])[cH:14][cH:15][cH:16][cH:17]2)[cH:4][cH:5][cH:6][cH:7]1. Starting materials: C1CCOC1, COCCCC[Mg+], CON(C)C(=O)c1cccc(C(=O)NC(CC2CCCCC2)CN(C)C(=O)OCC[Si](C)(C)C)c1, [Cl-]. Product: COCCCCC(=O)c1cccc(C(=O)NC(CC2CCCCC2)CN(C)C(=O)OCC[Si](C)(C)C)c1. Reaction SMILES: [CH2:44]1[O:45][CH2:46][CH2:47][CH2:48]1.[CH3:37][O:38][CH2:39][CH2:40][CH2:41][CH2:42][Mg+:43].[CH:1]1([CH2:7][CH:8]([CH2:9][N:10]([C:11](=[O:12])[O:13][CH2:14][CH2:15][Si:16]([CH3:17])([CH3:18])[CH3:19])[CH3:20])[NH:21][C:22]([c:23]2[cH:24][c:25]([C:26](=[O:27])[N:28]([O:29][CH3:30])[CH3:31])[cH:32][cH:33][cH:34]2)=[O:35])[CH2:2][CH2:3][CH2:4][CH2:5][CH2:6]1.[Cl-:36]>>[CH:1]1([CH2:7][CH:8]([CH2:9][N:10]([C:11](=[O:12])[O:13][CH2:14][CH2:15][Si:16]([CH3:17])([CH3:18])[CH3:19])[CH3:20])[NH:21][C:22]([c:23]2[cH:24][c:25]([C:26](=[O:27])[CH2:42][CH2:41][CH2:40][CH2:39][O:38][CH3:37])[cH:32][cH:33][cH:34]2)=[O:35])[CH2:2][CH2:3][CH2:4][CH2:5][CH2:6]1.